The task is: describe an organic reaction: reactants, conditions, products, and yield. This data is from the Open Reaction Database (ORD), a public repository of structured organic reaction records. Run at time 2 hour. RXN SMILES: [CH3:1][C:2]1[C:19]2[C@:14]([CH3:21])([CH2:15][CH2:16][C:17](=[O:20])[CH:18]=2)[C@@H:13]2[C@H:4]([C@H:5]3[C@@:9]([CH2:11][CH2:12]2)([CH3:10])[C:8](=[O:22])[CH2:7][CH2:6]3)[CH:3]=1.[CH3:23]OC(=O)C(OC)=O.C[O-].[Na+].C=O>C1COCC1.CO.C(N(CC)CC)C.C(O)(=O)C>[CH3:1][C:2]1[C:19]2[C@:14]([CH3:21])([CH2:15][CH2:16][C:17](=[O:20])[CH:18]=2)[C@@H:13]2[C@H:4]([C@H:5]3[C@@:9]([CH2:11][CH2:12]2)([CH3:10])[C:8](=[O:22])[C:7](=[CH2:23])[CH2:6]3)[CH:3]=1 |f:2.3|. Reported procedure: 6-Methylandrosta-4,6-diene-3,17-dione (IA, U.S. Pat. No. 3,177,966, Example 16, 3.0 g) was dissolved in THF (32 ml) and dimethyloxalate (1.64 g) was added. The mixture was cooled under nitrogen to 0°. Sodium methoxide in methanol (25%, 2.75 ml) was added dropwise. The mixture was stirred approximately 2 hrs. at 0°; then neutralized with acetic acid (0.12 ml). Triethylamine (1.2 ml) and methanol (5.0 ml) were added followed by formaldehyde solution (37%, 1.13 ml). Following addition of all the re... Run in C(C)(=O)O (acetic acid), CO (methanol), CO (methanol), C(C)N(CC)CC (Triethylamine), C1CCOC1 (THF). Starting materials: CC1=C[C@H]2[C@@H]3CCC([C@@]3(C)CC[C@@H]2[C@]2(CCC(C=C12)=O)C)=O (6-Methylandrosta-4,6-diene-3,17-dione), C[O-].[Na+] (Sodium methoxide), COC(C(=O)OC)=O (dimethyloxalate), C=O (formaldehyde). The product is CC1=C[C@H]2[C@@H]3CC(C([C@@]3(C)CC[C@@H]2[C@]2(CCC(C=C12)=O)C)=O)=C (6-Methyl-16-methyleneandrosta-4,6-diene-3,17-dione). Starting materials: N=C1N(CCC1)C (2 -imino-1 -methylpyrrolidine), COC=1C=C(C=CC1OC)N=C=O (3,4 -dimethoxyphenylisocyanate). Run in C1=CC=CC=C1 (benzene), C1=CC=CC=C1 (benzene). Reaction conditions: time 16 hour. The product is CN1C(CCC1)=NC(=O)NC1=CC(=C(C=C1)OC)OC (1 -(1 -methyl-2 -pyrrolidylidene)- 3 -(3,4 -dimethoxyphenyl)urea). As a reaction SMILES: [NH:1]=[C:2]1[CH2:6][CH2:5][CH2:4][N:3]1[CH3:7].[CH3:8][O:9][C:10]1[CH:11]=[C:12]([N:18]=[C:19]=[O:20])[CH:13]=[CH:14][C:15]=1[O:16][CH3:17]>C1C=CC=CC=1>[CH3:7][N:3]1[CH2:4][CH2:5][CH2:6][C:2]1=[N:1][C:19]([NH:18][C:12]1[CH:13]=[CH:14][C:15]([O:16][CH3:17])=[C:10]([O:9][CH3:8])[CH:11]=1)=[O:20]. Reported procedure: After dissolving 5.4 g. (0.055 mole) of 2 -imino-1 -methylpyrrolidine in dry benzene, 9.85 g. (0.055 mole) of 3,4 -dimethoxyphenylisocyanate (prepared according to the method of J. G. Lombardino and C. T. Gerber, J. Med. Chem., 7, Jan. 1964, p. 101 ), dissolved in dry benzene, is added dropwise to the solution. The reaction mixture is stirred at room temperature overnight (about 16 hrs.). The solvent is evaporated in vacuo and the residue, which solidifies on cooling, is triturated with anhydrou... The reactants are O=C([O-])[O-], O=C(O)c1ccc(C(=O)c2ccccc2)cc1, CI, CN(C)C=O, [K+], [K+]. The product is COC(=O)c1ccc(C(=O)c2ccccc2)cc1. As a reaction SMILES: [C:18](=[O:19])([O-:20])[O-:21].[C:1]([c:2]1[cH:3][cH:4][cH:5][cH:6][cH:7]1)(=[O:8])[c:9]1[cH:10][cH:11][c:12]([C:13](=[O:14])[OH:15])[cH:16][cH:17]1.[CH3:24][I:25].[CH3:26][N:27]([CH3:28])[CH:29]=[O:30].[K+:22].[K+:23]>>[C:1]([c:2]1[cH:3][cH:4][cH:5][cH:6][cH:7]1)(=[O:8])[c:9]1[cH:10][cH:11][c:12]([C:13](=[O:14])[O:15][CH3:18])[cH:16][cH:17]1. The reactants are aqueous solution, [OH-].[Na+] (NaOH), C(C)C1=CC=C(C=O)C=C1 (4-Ethylbenzaldehyde), [BH3-]C#N.[Na+] (NaBH3CN), C1=CC=CC=2C3=CC=CC=C3C(C12)COC(=O)NCC(=O)NCC1CCNCC1 (4-[[N-(9-fluorenylmethyloxycarbonyl)glycyl]aminomethyl]piperidine). The solvent is ClCCl (dichloromethane), C(C)(=O)O.CO (acetic acid methanol). Conditions: temperature 60 celsius, time 13 hour. Product: C(C)C1=CC=C(CN2CCC(CC2)CNC(CNC(=O)OCC2C3=CC=CC=C3C=3C=CC=CC23)=O)C=C1 (1-(4-ethylbenzyl)-4-[[N-(9-fluorenylmethyloxycarbonyl)glycyl]aminomethyl]piperidine). RXN SMILES: [CH2:1]([C:3]1[CH:10]=[CH:9][C:6]([CH:7]=O)=[CH:5][CH:4]=1)[CH3:2].[BH3-]C#N.[Na+].[CH:15]1[C:27]2[CH:26]([CH2:28][O:29][C:30]([NH:32][CH2:33][C:34]([NH:36][CH2:37][CH:38]3[CH2:43][CH2:42][NH:41][CH2:40][CH2:39]3)=[O:35])=[O:31])[C:25]3[C:20](=[CH:21][CH:22]=[CH:23][CH:24]=3)[C:19]=2[CH:18]=[CH:17][CH:16]=1.[OH-].[Na+]>ClCCl.C(O)(=O)C.CO>[CH2:1]([C:3]1[CH:10]=[CH:9][C:6]([CH2:7][N:41]2[CH2:42][CH2:43][CH:38]([CH2:37][NH:36][C:34](=[O:35])[CH2:33][NH:32][C:30]([O:29][CH2:28][CH:26]3[C:27]4[CH:15]=[CH:16][CH:17]=[CH:18][C:19]=4[C:20]4[C:25]3=[CH:24][CH:23]=[CH:22][CH:21]=4)=[O:31])[CH2:39][CH2:40]2)=[CH:5][CH:4]=1)[CH3:2] |f:1.2,4.5,7.8|. Procedure: 4-Ethylbenzaldehyde (1.09 g, 8.16 mmol) and NaBH3CN (6.59 g, 10.5 mmol) were added to a 2.5% acetic acid/methanol (80 mL) solution of 4-[[N-(9-fluorenylmethyloxycarbonyl)glycyl]aminomethyl]piperidine (1.00 g, 2.33 mmol). The resulting reaction mixture was stirred at 60° C. for 13 hours and cooled to room temperature. A 1 M aqueous solution of NaOH (50 mL) and dichloromethane (50 mL) were then added, and the organic layer was separated. The aqueous layer was extracted with dichloromethane (50 mL×... Reactants: C(#N)NC(OC)=O (methyl cyanocarbamate), C1(=C(C=CC=C1)N)N (o-phenylenediamine), C(C)(=O)O (acetic acid). The solvent is O (water). Reaction conditions: temperature 50 celsius. Yields the product N1=C(NC2=C1C=CC=C2)NC(=O)OC (2-benzimidazolecarbamic acid, methyl ester). Yield: 72.0%. Reaction SMILES: [C:1]([NH:3][C:4](=[O:7])[O:5][CH3:6])#[N:2].[C:8]1(N)[CH:13]=[CH:12][CH:11]=[CH:10][C:9]=1[NH2:14].C(O)(=O)C>O>[N:2]1[C:8]2[CH:13]=[CH:12][CH:11]=[CH:10][C:9]=2[NH:14][C:1]=1[NH:3][C:4]([O:5][CH3:6])=[O:7]. Reported procedure: A solution of 5.0 parts of the salt of methyl cyanocarbamate with o-phenylenediamine and 1.5 parts of acetic acid in 25 parts of water is refluxed for 30 minutes. The solution is cooled to 50° C. and filtered. The product is washed with water and dried in vacuo at 95° C. This procedure gives 3.3 parts (72% yield) of 2-benzimidazolecarbamic acid, methyl ester. As a reaction SMILES: [CH2:1]([CH2:2][CH2:3][CH3:4])[NH:5][S:6](=[O:7])(=[O:8])[c:9]1[cH:10][cH:11][c:12]([CH3:15])[cH:13][cH:14]1.[O:39]=[C:40]([O:41][CH2:42][CH3:43])[N:44]=[N:45][C:46]([O:47][CH2:48][CH3:49])=[O:50].[O:51]1[CH2:52][CH2:53][CH2:54][CH2:55]1.[OH:35][CH2:36][CH2:37][OH:38].[c:16]1([P:17]([c:18]2[cH:19][cH:20][cH:21][cH:22][cH:23]2)[c:24]2[cH:25][cH:26][cH:27][cH:28][cH:29]2)[cH:30][cH:31][cH:32][cH:33][cH:34]1>>[CH2:1]([CH2:2][CH2:3][CH3:4])[N:5]([S:6](=[O:7])(=[O:8])[c:9]1[cH:10][cH:11][c:12]([CH3:15])[cH:13][cH:14]1)[CH2:37][CH2:36][OH:35]. Starting materials: CCCCNS(=O)(=O)c1ccc(C)cc1, CCOC(=O)N=NC(=O)OCC, C1CCOC1, OCCO, c1ccc(P(c2ccccc2)c2ccccc2)cc1. The product is CCCCN(CCO)S(=O)(=O)c1ccc(C)cc1. The reactants are NCc1c(F)cccc1F, O=N[O-], [Na+], [Na+], O, O=C([O-])O, O=S(=O)(O)O. The product is OCc1c(F)cccc1F. Reaction SMILES: [F:6][c:7]1[c:8]([CH2:9][NH2:10])[c:11]([F:15])[cH:12][cH:13][cH:14]1.[N:16](=[O:17])[O-:18].[Na+:19].[Na+:20].[OH2:25].[OH:21][C:22](=[O:23])[O-:24].[S:1](=[O:2])(=[O:3])([OH:4])[OH:5]>>[F:6][c:7]1[c:8]([CH2:9][OH:17])[c:11]([F:15])[cH:12][cH:13][cH:14]1. Starting materials: COc1cc(N)ccc1-c1nc2cnncc2[nH]1, Cl[Cu], Cl. The product is COc1cc(Cl)ccc1-c1nc2cnncc2[nH]1. As a reaction SMILES: [CH3:1][O:2][c:3]1[c:4](-[c:10]2[n:11][c:12]3[c:13]([cH:14][n:15][n:16][cH:17]3)[nH:18]2)[cH:5][cH:6][c:7]([NH2:9])[cH:8]1.[Cl:20][Cu:21].[ClH:19]>>[CH3:1][O:2][c:3]1[c:4](-[c:10]2[n:11][c:12]3[c:13]([cH:14][n:15][n:16][cH:17]3)[nH:18]2)[cH:5][cH:6][c:7]([Cl:19])[cH:8]1. Reactants: ClC=1N=C2C(=C(C=NC2=CC1)C(C)=O)N[C@@H]1CC[C@H](CC1)CN(C)C (1-(6-chloro-4-{trans-4-[(dimethylamino)methyl]-cyclohexylamino}-1,5-naphthyridin-3-yl)ethanone), CC1(OB(OC1(C)C)C=1C=C2C(=NC1)NC=C2)C (5-(4,4,5,5-tetramethyl-1,3,2-dioxaborolan-2-yl)-1H-pyrrolo[2,3-b]pyridine), trihydrochloride. The product is Cl.Cl.Cl.CN(C)C[C@@H]1CC[C@H](CC1)NC1=C(C=NC2=CC=C(N=C12)C=1C=C2C(=NC1)NC=C2)C(C)=O (1-(4-{trans-4-[(Dimethylamino)methyl]cyclohexylamino}-6-(1H-pyrrolo[2,3-b]pyridin-5-yl)-1,5-naphthyridin-3-yl)ethanone trihydrochloride). Isolated yield 24.0%. Reaction SMILES: [Cl:1][C:2]1[N:3]=[C:4]2[C:9](=[CH:10][CH:11]=1)[N:8]=[CH:7][C:6]([C:12](=[O:14])[CH3:13])=[C:5]2[NH:15][C@H:16]1[CH2:21][CH2:20][C@H:19]([CH2:22][N:23]([CH3:25])[CH3:24])[CH2:18][CH2:17]1.CC1(C)C(C)(C)OB([C:34]2[CH:35]=[C:36]3[CH:42]=[CH:41][NH:40][C:37]3=[N:38][CH:39]=2)O1>>[ClH:1].[ClH:1].[ClH:1].[CH3:24][N:23]([CH2:22][C@H:19]1[CH2:20][CH2:21][C@H:16]([NH:15][C:5]2[C:4]3[C:9](=[CH:10][CH:11]=[C:2]([C:34]4[CH:35]=[C:36]5[CH:42]=[CH:41][NH:40][C:37]5=[N:38][CH:39]=4)[N:3]=3)[N:8]=[CH:7][C:6]=2[C:12](=[O:14])[CH3:13])[CH2:17][CH2:18]1)[CH3:25] |f:2.3.4.5|. Reported procedure: Following general procedure II, 1-(6-chloro-4-{trans-4-[(dimethylamino)methyl]-cyclohexylamino}-1,5-naphthyridin-3-yl)ethanone (60 mg, 0.17 mmol) was reacted with 5-(4,4,5,5-tetramethyl-1,3,2-dioxaborolan-2-yl)-1H-pyrrolo[2,3-b]pyridine (60 mg, 0.25 mmol) followed by formation of the trihydrochloride salt to afford the desired product (7.5 mg, 9%) as an off-white solid: 1H NMR (500 MHz, CD3OD) δ 9.19 (s, 1H), 9.08 (s, 2H), 8.65 (d, J=8.9 Hz, 1H), 8.44 (d, J=8.9 Hz, 1H), 7.72 (d, J=3.7 Hz, 1H), 6... The reactants are C(C)OC([C@H](CC1=CC=C(C=C1)OCCCOC1=CC=C(C=C1)N1CCNCC1)OC)=O ((2S)-2-methoxy-3-{4-[3-(4-piperazin-1-yl-phenoxy)-propoxy]-phenyl}-propionic acid ethyl ester), [OH-].[Na+] (NaOH). Product: CO[C@H](C(=O)O)CC1=CC=C(C=C1)OCCCOC1=CC=C(C=C1)N1CCNCC1 ((2S)-2-Methoxy-3-{4-[3-(4-piperazin-1-yl-phenoxy)-propoxy]-phenyl}-propionic acid). As a reaction SMILES: C([O:3][C:4](=[O:32])[C@@H:5]([O:30][CH3:31])[CH2:6][C:7]1[CH:12]=[CH:11][C:10]([O:13][CH2:14][CH2:15][CH2:16][O:17][C:18]2[CH:23]=[CH:22][C:21]([N:24]3[CH2:29][CH2:28][NH:27][CH2:26][CH2:25]3)=[CH:20][CH:19]=2)=[CH:9][CH:8]=1)C.[OH-].[Na+]>>[CH3:31][O:30][C@@H:5]([CH2:6][C:7]1[CH:12]=[CH:11][C:10]([O:13][CH2:14][CH2:15][CH2:16][O:17][C:18]2[CH:23]=[CH:22][C:21]([N:24]3[CH2:25][CH2:26][NH:27][CH2:28][CH2:29]3)=[CH:20][CH:19]=2)=[CH:9][CH:8]=1)[C:4]([OH:32])=[O:3] |f:1.2|. Procedure: The title compound was prepared from (2S)-2-methoxy-3-{4-[3-(4-piperazin-1-yl-phenoxy)-propoxy]-phenyl}-propionic acid ethyl ester (Step A) by standard hydrolysis procedure C (NaOH). 1H-NMR (MeOD 300.15 MHz): δ 7.18 (d, 2H, J=8.5), 6.89–6.83 (m, 4H), 6.72 (d, 2H, J=9.1), 4.30 (t, 2H, J=6.3), 4.07 (t, 2H, J=6.1), 3.86–3.82 (m, 1H), 3.62–3.59 (m, 4H), 3.36 (s, 3H), 3.07–2.83 (m, 6H), 2.12 (qn, 2H, J=6.3).